This data is from the Open Reaction Database (ORD), a public repository of structured organic reaction records. The task is: describe an organic reaction: reactants, conditions, products, and yield The reactants are CCOC(=O)C(NC(=O)c1ccc(N2CCC(=O)CC2)cc1)C(C)C, CS(=O)(=O)Nc1cc(C(O)CN)ccc1O. The product is CCOC(=O)C(NC(=O)c1ccc(N2CCC(NCC(O)c3ccc(O)c(NS(C)(=O)=O)c3)CC2)cc1)C(C)C. RXN SMILES: [CH2:1]([CH3:2])[O:3][C:4]([CH:5]([CH:6]([CH3:7])[CH3:8])[NH:9][C:10]([c:11]1[cH:12][cH:13][c:14]([N:17]2[CH2:18][CH2:19][C:20](=[O:23])[CH2:21][CH2:22]2)[cH:15][cH:16]1)=[O:24])=[O:25].[NH2:26][CH2:27][CH:28]([OH:29])[c:30]1[cH:31][cH:32][c:33]([OH:41])[c:34]([NH:36][S:37](=[O:38])(=[O:39])[CH3:40])[cH:35]1>>[CH2:1]([CH3:2])[O:3][C:4]([CH:5]([CH:6]([CH3:7])[CH3:8])[NH:9][C:10]([c:11]1[cH:12][cH:13][c:14]([N:17]2[CH2:18][CH2:19][CH:20]([NH:26][CH2:27][CH:28]([OH:29])[c:30]3[cH:31][cH:32][c:33]([OH:41])[c:34]([NH:36][S:37](=[O:38])(=[O:39])[CH3:40])[cH:35]3)[CH2:21][CH2:22]2)[cH:15][cH:16]1)=[O:24])=[O:25]. The reactants are ClC1=CC=C(C=C1)C(C(=O)OCC)C1=CC=C(C=C1)Cl (ethyl 2,2-bis(4-chlorophenyl)acetate), CI (MeI), [H-].[Na+] (NaH). The solvent is CN(C)C=O (DMF), CN(C)C=O (DMF), CCOC(=O)C (EtOAc). Reaction conditions: temperature 0 celsius, time 15 minute. The product is ClC1=CC=C(C=C1)C(C(=O)O)(C)C1=CC=C(C=C1)Cl (2,2-bis(4-chlorophenyl)propanoic acid). Isolated yield 57.4%. RXN SMILES: [H-].[Na+].[Cl:3][C:4]1[CH:9]=[CH:8][C:7]([CH:10]([C:16]2[CH:21]=[CH:20][C:19]([Cl:22])=[CH:18][CH:17]=2)[C:11]([O:13]CC)=[O:12])=[CH:6][CH:5]=1.[CH3:23]I>CN(C=O)C.CCOC(C)=O>[Cl:22][C:19]1[CH:18]=[CH:17][C:16]([C:10]([C:7]2[CH:8]=[CH:9][C:4]([Cl:3])=[CH:5][CH:6]=2)([CH3:23])[C:11]([OH:13])=[O:12])=[CH:21][CH:20]=1 |f:0.1|. Procedure details: A solution of NaH (60% dispersion in mineral oil) (2.1 g, 53 mmol) in DMF (100 mL) in a 500 mL round bottom flask was cooled 0° C. A solution of ethyl 2,2-bis(4-chlorophenyl)acetate (5.47 g, 18 mmol) and MeI (3.3 mL, 53 mmol) in DMF (50 mL) was added dropwise over 15 minutes. The mixture was stirred at 0° C. for 15 minutes and then allowed to warm to room temperature and stirred for 20 hours. A mixture of products was observed by LC/MS. The solution was diluted with EtOAc (200 mL), and then wash... Starting materials: CC[C@@H]1[C@@H]2C[C@@H](CC[C@@]2([C@H]3CC[C@]4([C@H]([C@@H]3[C@@H]1O)CC[C@@H]4[C@H](C)CCC(=O)O)C)C)O (obeticholic acid), 3α,7-ditrimethylsilyloxy-5β-chol-6-en-24-oic acid methyl ester, CC=O (CH3CHO). Yields the product COC(CC[C@@H](C)[C@H]1CC[C@H]2[C@@H]3C(\C(\[C@@H]4C[C@@H](CC[C@]4(C)[C@H]3CC[C@]12C)O)=C/C)=O)=O (Z-3α-hydroxy-6-ethylidene-7-keto-5β-cholan-24-oic acid methyl ester). Reaction SMILES: [CH3:1][CH2:2][C@H:3]1[C@@H:16]([OH:17])[C@@H:15]2[C@H:10]([CH2:11][CH2:12][C@:13]3([CH3:28])[C@@H:20]([C@@H:21]([CH2:23][CH2:24][C:25]([OH:27])=[O:26])[CH3:22])[CH2:19][CH2:18][C@H:14]32)[C@:9]2([CH3:29])[C@H:4]1[CH2:5][C@H:6]([OH:30])[CH2:7][CH2:8]2.[CH3:31]C=O>>[CH3:31][O:26][C:25](=[O:27])[CH2:24][CH2:23][C@H:21]([C@@H:20]1[C@:13]2([CH3:28])[C@H:14]([C@H:15]3[C@H:10]([CH2:11][CH2:12]2)[C@:9]2([CH3:29])[C@@H:4]([CH2:5][C@H:6]([OH:30])[CH2:7][CH2:8]2)/[C:3](=[CH:2]/[CH3:1])/[C:16]3=[O:17])[CH2:18][CH2:19]1)[CH3:22]. Procedure details: The present invention relates to a process for preparing obeticholic acid Form 1, comprising the steps of reacting 3α,7-ditrimethylsilyloxy-5β-chol-6-en-24-oic acid methyl ester with CH3CHO to form E- or E/Z-3α-hydroxy-6-ethylidene-7-keto-5β-cholan-24-oic acid methyl ester; reacting E- or E/Z-3α-hydroxy-6-ethylidene-7-keto-5β-cholan-24-oic acid methyl ester with NaOH to form E- or E/Z-3α-hydroxy-6-ethylidene-7-keto-5β-cholan-24-oic acid; reacting E- or E/Z-3α-hydroxy-6-ethylidene-7-keto-5β-chola... Starting materials: COc1ccc(COc2cc(-c3nc(C)cs3)nc3c(Cl)c(OC)ccc23)cc1, O=C(O)C(F)(F)F. Product: COc1ccc2c(O)cc(-c3nc(C)cs3)nc2c1Cl. Reaction SMILES: [CH3:1][O:2][c:3]1[cH:4][cH:5][c:6]([CH2:7][O:8][c:9]2[cH:10][c:11](-[c:22]3[s:23][cH:24][c:25]([CH3:27])[n:26]3)[n:12][c:13]3[c:14]([Cl:21])[c:15]([O:19][CH3:20])[cH:16][cH:17][c:18]23)[cH:28][cH:29]1.[OH:30][C:31]([C:32]([F:33])([F:34])[F:35])=[O:36]>>[OH:8][c:9]1[cH:10][c:11](-[c:22]2[s:23][cH:24][c:25]([CH3:27])[n:26]2)[n:12][c:13]2[c:14]([Cl:21])[c:15]([O:19][CH3:20])[cH:16][cH:17][c:18]12. Reactants: IC1=CC=C(C#N)C=C1 (4-iodobenzonitrile), C(#C)C1=C(C=CC=C1)NC(C)=O (N-(2-ethynylphenyl)acetamide). Yields the product C(C)(=O)N1C(=CC2=CC=CC=C12)C1=CC=C(C#N)C=C1 (4-(1-acetyl-1H-indol-2-yl)benzonitrile). Yield: 36.0%. RXN SMILES: I[C:2]1[CH:9]=[CH:8][C:5]([C:6]#[N:7])=[CH:4][CH:3]=1.[C:10]([C:12]1[CH:17]=[CH:16][CH:15]=[CH:14][C:13]=1[NH:18][C:19](=[O:21])[CH3:20])#[CH:11]>>[C:19]([N:18]1[C:13]2[C:12](=[CH:17][CH:16]=[CH:15][CH:14]=2)[CH:10]=[C:11]1[C:2]1[CH:9]=[CH:8][C:5]([C:6]#[N:7])=[CH:4][CH:3]=1)(=[O:21])[CH3:20]. Procedure: The general procedure was used to convert 4-iodobenzonitrile and N-(2-ethynylphenyl)acetamide to the title product. Purification by flash chromatography gave the analytically pure product as a white solid, 36% yield. 1H NMR (300 MHz, DMSO) δ 8.16-8.13 (d, J=8.4, 1H), 7.95-7.92 (d, J=8.6, 2H), 7.76-7.73 (d, J=8.4, 2H), 7.67-7.65 (d, J=7.7, 1H), 7.42-7.36 (dt, J=7.3, 1.5, 1H), 7.33-7.28 (dt, J=7.7, 1.1, 1H) 6.94 (s, 1H), 2.28 (s, 3H). 13C NMR (75 MHz, DMSO) δ 171.42, 139.15, 139.09, 137.98, 133.23... Procedure: A solution of 5-chloro-4-nitro-2,1,3-benzoselenadiazole from Step B (650 mg, 2.47 mmol) in conc. HCl (4 mL) and 48% aqueous HI (2 mL) was stirred at ambient temperature for 2 h. The reaction was diluted with a 1:1 saturated aqueous solution of NaHSO4 and Na2CO3 (20 mL) and then adjusted to pH 10 using 10 M aqueous NaOH. The mixture was extracted with EtOAc (3×10 mL) and the organic extracts dried over Na2SO4, filtered, and concentrated in vacuo. The resulting dark red solid was dissolved in CH3C... RXN SMILES: [Cl:1][C:2]1[CH:10]=[CH:9][C:5]2=[N:6][Se][N:8]=[C:4]2[C:3]=1[N+:11]([O-:13])=[O:12].[OH-].[Na+].[C:16]([O-])([O-])=[O:17].[Na+].[Na+]>Cl.I.OS([O-])(=O)=O.[Na+]>[Cl:1][C:2]1[CH:10]=[CH:9][C:5]2[NH:6][C:16](=[O:17])[NH:8][C:4]=2[C:3]=1[N+:11]([O-:13])=[O:12] |f:1.2,3.4.5,8.9|. The solvent is Cl (HCl), I (HI), OS(=O)(=O)[O-].[Na+] (NaHSO4). Reactants: ClC1=C(C=2C(=N[Se]N2)C=C1)[N+](=O)[O-] (5-Chloro-4-nitro-2,1,3-benzoselenadiazole), [OH-].[Na+] (NaOH), C(=O)([O-])[O-].[Na+].[Na+] (Na2CO3). Reaction conditions: time 1 hour. Product: ClC1=C(C2=C(NC(N2)=O)C=C1)[N+](=O)[O-] (5-Chloro-4-nitro-1,3-dihydro-2H-benzimidazol-2-one). The reactants are C(C)OC(=O)C=1N(C2=CC=CC=C2C1CNC)CC1=CC=CC2=CC=C(C=C12)F (1-(7-Fluoro-naphthalen-1-ylmethyl)-3-methylaminomethyl-1H-indole-2-carboxylic acid ethyl ester), Cl (HCl), ClC(=O)OC (methyl chloroformate). The product is C(C)OC(=O)C=1N(C2=CC=CC=C2C1CN(C)C(=O)OC)CC1=CC=CC2=CC=C(C=C12)F (1-(7-fluoro-naphthalen-1-ylmethyl)-3-[(methoxycarbonyl-methyl-amino)-methyl]-1H-indole-2-carboxylic acid ethyl ester). RXN SMILES: [CH2:1]([O:3][C:4]([C:6]1[N:7]([CH2:18][C:19]2[C:28]3[C:23](=[CH:24][CH:25]=[C:26]([F:29])[CH:27]=3)[CH:22]=[CH:21][CH:20]=2)[C:8]2[C:13]([C:14]=1[CH2:15][NH:16][CH3:17])=[CH:12][CH:11]=[CH:10][CH:9]=2)=[O:5])[CH3:2].Cl.Cl[C:32]([O:34][CH3:35])=[O:33]>>[CH2:1]([O:3][C:4]([C:6]1[N:7]([CH2:18][C:19]2[C:28]3[C:23](=[CH:24][CH:25]=[C:26]([F:29])[CH:27]=3)[CH:22]=[CH:21][CH:20]=2)[C:8]2[C:13]([C:14]=1[CH2:15][N:16]([C:32]([O:34][CH3:35])=[O:33])[CH3:17])=[CH:12][CH:11]=[CH:10][CH:9]=2)=[O:5])[CH3:2]. Procedure: 1-(7-Fluoro-naphthalen-1-ylmethyl)-3-methylaminomethyl-1H-indole-2-carboxylic acid ethyl ester; salt with HCl was reacted with methyl chloroformate as described in Example 77.1. to give 1-(7-fluoro-naphthalen-1-ylmethyl)-3-[(methoxycarbonyl-methyl-amino)-methyl]-1H-indole-2-carboxylic acid ethyl ester which was hydrolyzed as described in the general procedure B (Exp. 2.2) to give 1-(7-fluoro-naphthalen-1-ylmethyl)-3-[(methoxycarbonyl-methyl-amino)-methyl]-1H-indole-2-carboxylic acid as a white s...